This data is from the Open Reaction Database (ORD), a public repository of structured organic reaction records. The task is: describe an organic reaction: reactants, conditions, products, and yield The reactants are N([C@@H](CC1=CC=C(C=C1)OP(=O)(OCC)OCC)C(=O)O)C(=O)OC(C)(C)C (BocTyr(PO3Et2)OH), N[C@@H](CC1=CC=C(C=C1)OP(=O)(OCC)OCC)C(=O)N[C@@H](C(C)C)C(=O)N[C@@H](CC(N)=O)C(=O)N[C@@H](C(C)C)C(=O)N (H—Tyr(PO3Et2)—Val—Asn—Val—NH2), CCN(C(C)C)C(C)C (DIEA), C(C)(=O)OC(C)=O (acetic anhydride). The solvent is CN(C)C=O (DMF). Yields the product N([C@@H](CC1=CC=C(C=C1)OP(=O)(OCC)OCC)C(=O)N[C@@H](C(C)C)C(=O)N[C@@H](CC(N)=O)C(=O)N[C@@H](C(C)C)C(=O)N)C(=O)C (Ac—Tyr(PO3Et2)—Val—Asn—Val—NH2). Reaction SMILES: N(C(OC(C)(C)C)=O)[C@H](C(O)=O)CC1C=C[C:7]([O:10]P(OCC)(OCC)=O)=[CH:6]C=1.[NH2:29][C@H:30]([C:47]([NH:49][C@H:50]([C:54]([NH:56][C@H:57]([C:62]([NH:64][C@H:65]([C:69]([NH2:71])=[O:70])[CH:66]([CH3:68])[CH3:67])=[O:63])[CH2:58][C:59](=[O:61])[NH2:60])=[O:55])[CH:51]([CH3:53])[CH3:52])=[O:48])[CH2:31][C:32]1[CH:37]=[CH:36][C:35]([O:38][P:39]([O:44][CH2:45][CH3:46])([O:41][CH2:42][CH3:43])=[O:40])=[CH:34][CH:33]=1.CCN(C(C)C)C(C)C.C(OC(=O)C)(=O)C>CN(C=O)C>[NH:29]([C:7]([CH3:6])=[O:10])[C@H:30]([C:47]([NH:49][C@H:50]([C:54]([NH:56][C@H:57]([C:62]([NH:64][C@H:65]([C:69]([NH2:71])=[O:70])[CH:66]([CH3:68])[CH3:67])=[O:63])[CH2:58][C:59](=[O:61])[NH2:60])=[O:55])[CH:51]([CH3:52])[CH3:53])=[O:48])[CH2:31][C:32]1[CH:33]=[CH:34][C:35]([O:38][P:39]([O:44][CH2:45][CH3:46])([O:41][CH2:42][CH3:43])=[O:40])=[CH:36][CH:37]=1. Procedure: The title compound was obtained by analogous manner as described in Example 18, but using BocTyr(PO3Et2)OH. The N-acetylation was performed by treatment of crude H—Tyr(PO3Et2)—Val—Asn—Val—NH2 with 1.5 equiv. of DIEA and 5 equiv. of acetic anhydride in DMF for 2 h at 25° C. The final compound was obtained with chromatographic purity (HPLC) of 90.0%. Amino acid ratios: Val 2 (2); Asx 1.17 (1); Tyr 0.87 (1). Peptide content: 83%. FAB mass spectroscopy; m/z 671 [M—H]+. (MW 670.1) Reactants: CCOC(=O)c1c(-c2ccc(OC)cc2)c2cccnc2n1Cc1ccc2c(c1)OCO2, CCO, [Na+], [OH-], O. The product is COc1ccc(-c2c(C(=O)O)n(Cc3ccc4c(c3)OCO4)c3ncccc23)cc1. Reaction SMILES: [CH3:1][O:2][c:3]1[cH:4][cH:5][c:6](-[c:9]2[c:10]([C:28](=[O:29])[O:30][CH2:31][CH3:32])[n:11]([CH2:18][c:19]3[cH:20][c:21]4[c:22]([cH:23][cH:24]3)[O:25][CH2:26][O:27]4)[c:12]3[n:13][cH:14][cH:15][cH:16][c:17]23)[cH:7][cH:8]1.[CH3:36][CH2:37][OH:38].[Na+:34].[OH-:33].[OH2:35]>>[CH3:1][O:2][c:3]1[cH:4][cH:5][c:6](-[c:9]2[c:10]([C:28](=[O:29])[OH:30])[n:11]([CH2:18][c:19]3[cH:20][c:21]4[c:22]([cH:23][cH:24]3)[O:25][CH2:26][O:27]4)[c:12]3[n:13][cH:14][cH:15][cH:16][c:17]23)[cH:7][cH:8]1. Starting materials: C[Si](C)(C)[N-][Si](C)(C)C, CCOC(C)=O, O=[N+]([O-])c1cc(F)ccc1F, [Li+], C1CCOC1, OCc1cccnc1. The product is O=[N+]([O-])c1cc(F)ccc1OCc1cccnc1. RXN SMILES: [CH3:20][Si:21]([N-:22][Si:23]([CH3:24])([CH3:25])[CH3:26])([CH3:27])[CH3:28].[CH3:35][CH2:36][O:37][C:38](=[O:39])[CH3:40].[F:1][c:2]1[c:3]([N+:9](=[O:10])[O-:11])[cH:4][c:5]([F:8])[cH:6][cH:7]1.[Li+:29].[O:30]1[CH2:31][CH2:32][CH2:33][CH2:34]1.[n:12]1[cH:13][c:14]([CH2:18][OH:19])[cH:15][cH:16][cH:17]1>>[c:2]1([O:19][CH2:18][c:14]2[cH:13][n:12][cH:17][cH:16][cH:15]2)[c:3]([N+:9](=[O:10])[O-:11])[cH:4][c:5]([F:8])[cH:6][cH:7]1. Starting materials: [O-]CC.[Na+] (sodium ethoxide), BrCC(=O)C1=CC=C(C=C1)SC (2-bromo-1-[4-(methylsulfanyl)phenyl]ethanone), ClC1=CC=C(C=C1)S (4-chlorothiophenol). Run in C(C)O (ethanol). Product: ClC1=CC=C(C=C1)SCC(=O)C1=CC=C(C=C1)SC (2-[(4-Chlorophenyl)sulfanyl]-1-[4-(methylsulfanyl)phenyl]ethanone), crystals. The yield is 87.0%. RXN SMILES: [O-]CC.[Na+].[Cl:5][C:6]1[CH:11]=[CH:10][C:9]([SH:12])=[CH:8][CH:7]=1.Br[CH2:14][C:15]([C:17]1[CH:22]=[CH:21][C:20]([S:23][CH3:24])=[CH:19][CH:18]=1)=[O:16]>C(O)C>[Cl:5][C:6]1[CH:11]=[CH:10][C:9]([S:12][CH2:14][C:15]([C:17]2[CH:22]=[CH:21][C:20]([S:23][CH3:24])=[CH:19][CH:18]=2)=[O:16])=[CH:8][CH:7]=1 |f:0.1|. Reported procedure: To a stirring mixture of sodium ethoxide (13.32 g, 196 mmol) in ethanol (IL) in a 2 L RBF was added 4-chlorothiophenol (26.0 g, 179 mmol), followed by 2-bromo-1-[4-(methylsulfanyl)phenyl]ethanone (40 g, 163 mmol). The reaction mixture was heated to reflux until all solid dissolved, hot filtered through a fritted funnel, then allowed to cool slowly to room temperature, then to 0° C. in an ice bath. The title compound was isolated as pink needle-like crystals (43.9 g, 87%) by filtration. LCMS M+1=... Reactants: B, [Br-], [Br-], [Br-], COc1cccc2c1N(Cc1ccc(C(=O)N3CC=CC3)cc1)C(=O)CN(C(=O)c1ccc(Cl)cc1)C2, ClCCl. Yields the product O=C(c1ccc(CN2C(=O)CN(C(=O)c3ccc(Cl)cc3)Cc3cccc(O)c32)cc1)N1CC=CC1. Reaction SMILES: [BH3:41].[Br-:38].[Br-:39].[Br-:40].[Cl:1][c:2]1[cH:3][cH:4][c:5]([C:6](=[O:7])[N:8]2[CH2:9][C:10](=[O:35])[N:11]([CH2:21][c:22]3[cH:23][cH:24][c:25]([C:28](=[O:29])[N:30]4[CH2:31][CH:32]=[CH:33][CH2:34]4)[cH:26][cH:27]3)[c:12]3[c:13]([cH:15][cH:16][cH:17][c:18]3[O:19][CH3:20])[CH2:14]2)[cH:36][cH:37]1.[Cl:42][CH2:43][Cl:44]>>[Cl:1][c:2]1[cH:3][cH:4][c:5]([C:6](=[O:7])[N:8]2[CH2:9][C:10](=[O:35])[N:11]([CH2:21][c:22]3[cH:23][cH:24][c:25]([C:28](=[O:29])[N:30]4[CH2:31][CH:32]=[CH:33][CH2:34]4)[cH:26][cH:27]3)[c:12]3[c:13]([cH:15][cH:16][cH:17][c:18]3[OH:19])[CH2:14]2)[cH:36][cH:37]1. Product: N1(CCOCC1)C=1C2=C(N=C(N1)C1=C3C(=NC=C1)NC=C3)C3=C(O2)N=CC=C3 (4-Morpholin-4-yl-2-(1H-pyrrolo[2,3-b]pyridin-4-yl)-pyrido[3′,2′:4,5]furo[3,2-d]pyrimidine). Solvent: C1(=CC=CC=C1)C (toluene), O (water). Reported procedure: Under Ar(g) to a mixture of compound 5 (20 mg, 0.069 mmol), 7-azaindole-4-boronic acid pinacol ester (18.5 mg, 0.076 mmol), dichloro-bis(triphenylphosphine)palladium (II) (2.4 mg, 0.003 mmol) and sodium hydrogen carbonate (17.4 mg, 0.21 mmol) was added ethanol (1 mL) followed by toluene (1.6 mL) and then water (0.5 mL). The reaction mixture was then heated in a microwave at 120° C. (300 W) for 1 h, and was subsequently cooled to rt; the mixture was then partitioned between CH2Cl2 and water, and ... The reactants are ( g ), ClC=1N=C(C2=C(N1)C1=C(O2)N=CC=C1)N1CCOCC1 (2-Chloro-4-morpholin-4-yl-pyrido[3′,2′:4,5]furo[3,2-d]pyrimidine), N1C=CC=2C(=CC=NC12)B1OC(C)(C)C(C)(C)O1 (7-azaindole-4-boronic acid pinacol ester), dichloro-bis(triphenylphosphine)palladium, C(O)([O-])=O.[Na+] (sodium hydrogen carbonate), C(C)O (ethanol). Run at temperature 120 celsius. Reaction SMILES: Cl[C:2]1[N:3]=[C:4]([N:15]2[CH2:20][CH2:19][O:18][CH2:17][CH2:16]2)[C:5]2[O:10][C:9]3[N:11]=[CH:12][CH:13]=[CH:14][C:8]=3[C:6]=2[N:7]=1.[NH:21]1[C:29]2[N:28]=[CH:27][CH:26]=[C:25](B3OC(C)(C)C(C)(C)O3)[C:24]=2[CH:23]=[CH:22]1.C(=O)([O-])O.[Na+].C(O)C>O.C1(C)C=CC=CC=1>[N:15]1([C:4]2[C:5]3[O:10][C:9]4[N:11]=[CH:12][CH:13]=[CH:14][C:8]=4[C:6]=3[N:7]=[C:2]([C:25]3[CH:26]=[CH:27][N:28]=[C:29]4[NH:21][CH:22]=[CH:23][C:24]=34)[N:3]=2)[CH2:20][CH2:19][O:18][CH2:17][CH2:16]1 |f:2.3|.